Dataset: the Open Reaction Database (ORD), a public repository of structured organic reaction records. Task: describe an organic reaction: reactants, conditions, products, and yield Starting materials: Cc1ccc(C)c2c(C)cc(O)nc12, Cc1ccccc1, O=P(Cl)(Cl)Cl. Yields the product Cc1ccc(C)c2c(C)cc(Cl)nc12. Reaction SMILES: [CH3:1][c:2]1[cH:3][c:4]([OH:14])[n:5][c:6]2[c:7]([CH3:13])[cH:8][cH:9][c:10]([CH3:12])[c:11]12.[CH3:20][c:21]1[cH:22][cH:23][cH:24][cH:25][cH:26]1.[P:15]([Cl:16])([Cl:17])([Cl:18])=[O:19]>>[CH3:1][c:2]1[cH:3][c:4]([Cl:17])[n:5][c:6]2[c:7]([CH3:13])[cH:8][cH:9][c:10]([CH3:12])[c:11]12. Reactants: ClC=1N=C(C2=C(N1)C=CO2)Cl (2,4-Dichlorofuro[3,2-d]pyrimidine), N1CCOCC1 (morpholine). Run in CO (methanol). Reaction conditions: time 2 hour. The product is ClC=1N=C(C2=C(N1)C=CO2)N2CCOCC2 (2-Chloro-4-morpholinofuro[3,2-d]pyrimidine). Isolated yield 48.0%. RXN SMILES: [Cl:1][C:2]1[N:3]=[C:4](Cl)[C:5]2[O:10][CH:9]=[CH:8][C:6]=2[N:7]=1.[NH:12]1[CH2:17][CH2:16][O:15][CH2:14][CH2:13]1>CO>[Cl:1][C:2]1[N:3]=[C:4]([N:12]2[CH2:17][CH2:16][O:15][CH2:14][CH2:13]2)[C:5]2[O:10][CH:9]=[CH:8][C:6]=2[N:7]=1. Reported procedure: 2,4-Dichlorofuro[3,2-d]pyrimidine 37 (23 mg, 1.0 eq) was suspended in methanol (1.7 ml) and treated with morpholine (0.09 ml, 4.0 eq). Reaction mixture was stirred at room temperature for 2 h, before being quenched with saturated aq. NaHCO3. Mixture was extracted with dichloromethane. The combined organic layers were dried (Na2SO4) and concentrated to yield 2-chloro-4-morpholinofuro[3,2-d]pyrimidine 38 (14 mg, 48%) which was used in the next reaction without further purification. Reactants: FC1=CC=C(CN2C=CC=3C2=CN=C(C3O)C(=O)OC)C=C1 (methyl 1-(4-fluorobenzyl)-4-hydroxy-1H-pyrrolo[2,3-c]pyridine-5-carboxylate), [H-].[Na+] (sodium hydride), IC (iodomethane). Run in CN(C)C=O (DMF). Reaction conditions: time 3 hour. Product: FC1=CC=C(CN2C=CC=3C2=CN=C(C3OC)C(=O)OC)C=C1 (Methyl 1-(4-fluorobenzyl)-4-methoxy-1H-pyrrolo[2,3-c]pyridine-5-carboxylate). Isolated yield 38.3%. RXN SMILES: [F:1][C:2]1[CH:22]=[CH:21][C:5]([CH2:6][N:7]2[C:11]3=[CH:12][N:13]=[C:14]([C:17]([O:19][CH3:20])=[O:18])[C:15]([OH:16])=[C:10]3[CH:9]=[CH:8]2)=[CH:4][CH:3]=1.[H-].[Na+].I[CH3:26]>CN(C=O)C>[F:1][C:2]1[CH:3]=[CH:4][C:5]([CH2:6][N:7]2[C:11]3=[CH:12][N:13]=[C:14]([C:17]([O:19][CH3:20])=[O:18])[C:15]([O:16][CH3:26])=[C:10]3[CH:9]=[CH:8]2)=[CH:21][CH:22]=1 |f:1.2|. Reported procedure: To methyl 1-(4-fluorobenzyl)-4-hydroxy-1H-pyrrolo[2,3-c]pyridine-5-carboxylate (0.25 g, 0.83 mmol) in DMF (10 mL) were added sodium hydride (0.037 g, 0.92 mmol, 60% in mineral oil) and iodomethane (0.057 mL. 0.92 mmol). The solution was stirred for 3 h at ambient temperature. The reaction mixture was quenched with saturated aqueous ammonium chloride solution (10 mL), and extracted with ethyl acetate (3×50 mL). The organic extracts were washed with brine (3×50 mL), dried over sodium sulfate, conc... The reactants are [BH4-], C1CCOC1, [Na+], CCC(CC)(c1ccc(OCC(=O)C(C)(C)C)c(C)c1)c1cc2cc(C(=O)Nc3nn[nH]n3)ccc2o1. Product: CCC(CC)(c1ccc(OCC(O)C(C)(C)C)c(C)c1)c1cc2cc(C(=O)Nc3nn[nH]n3)ccc2o1. RXN SMILES: [BH4-:38].[CH2:40]1[O:41][CH2:42][CH2:43][CH2:44]1.[Na+:39].[n:1]1[nH:2][n:3][n:4][c:5]1[NH:6][C:7](=[O:8])[c:9]1[cH:10][cH:11][c:12]2[c:13]([cH:14][c:15]([C:17]([CH2:18][CH3:19])([CH2:20][CH3:21])[c:22]3[cH:23][c:24]([CH3:36])[c:25]([O:28][CH2:29][C:30]([C:31]([CH3:32])([CH3:33])[CH3:34])=[O:35])[cH:26][cH:27]3)[o:16]2)[cH:37]1>>[n:1]1[n:2][nH:3][n:4][c:5]1[NH:6][C:7](=[O:8])[c:9]1[cH:10][cH:11][c:12]2[c:13]([cH:14][c:15]([C:17]([CH2:18][CH3:19])([CH2:20][CH3:21])[c:22]3[cH:23][c:24]([CH3:36])[c:25]([O:28][CH2:29][CH:30]([C:31]([CH3:32])([CH3:33])[CH3:34])[OH:35])[cH:26][cH:27]3)[o:16]2)[cH:37]1. Starting materials: COCCOCCOC1=CC=C(C=C(C(=O)[O-])N=[N+]=[N-])C=C1 (4-(2-(2-methoxyethoxy)ethoxy)-α-azidocinnamate), OCCOCCOCCOC(=C(C(=O)[O-])N=[N+]=[N-])C1=CC=CC=C1 ((2-(2-hydroxyethoxy)ethoxy)ethoxyl-α-azidocinnamate). Yields the product COCCOCCOC1=CC=C2C=C(NC2=C1)C(=O)OC (Methyl 6-(2-(2-methoxyethoxy)ethoxy)indole-2-carboxylate). RXN SMILES: [CH3:1][O:2][CH2:3][CH2:4][O:5][CH2:6][CH2:7][O:8][C:9]1[CH:22]=[CH:21][C:12]([CH:13]=[C:14]([N:18]=[N+]=[N-])[C:15]([O-:17])=[O:16])=[CH:11][CH:10]=1.O[CH2:24]COCCOCCOC(C1C=CC=CC=1)=C(N=[N+]=[N-])C([O-])=O>>[CH3:1][O:2][CH2:3][CH2:4][O:5][CH2:6][CH2:7][O:8][C:9]1[CH:22]=[C:21]2[C:12]([CH:13]=[C:14]([C:15]([O:17][CH3:24])=[O:16])[NH:18]2)=[CH:11][CH:10]=1. Reported procedure: Following the general procedure of EXAMPLE 3, and making non-critical variations but substituting 4-(2-(2-methoxyethoxy)ethoxy)-α-azidocinnamate (PREPARATION 79) for 4-[(2-(2-hydroxyethoxy)ethoxy)ethoxyl-α-azidocinnamate, the title compound is obtained, NMR (300 MHz, CD3OD) 7.59, 7.20, 7.02, 6.87, 4.25, 4.00, 3.96, 3.80, 3.67 and 3.47. Reactants: FC1=C(C=CC(=C1)F)[N+](=O)[O-] (2,4-difluoro-1-nitrobenzene), [NH4+].[Cl-] (NH4Cl), CC(C)([O-])C.[K+] (Potassium tert-butoxide), CN1N=C(C=C1)N (1-methyl-1H-pyrazol-3-ylamine). The solvent is C1CCOC1 (THF), C1CCOC1 (THF). Conditions: temperature 0 celsius, time 1 hour. Yields the product FC=1C=CC(=C(C1)NC1=NN(C=C1)C)[N+](=O)[O-] ((5-Fluoro-2-nitro-phenyl)(1-methyl-1H-pyrazol-3-yl)amine). The yield is 40.9%. Reaction SMILES: CC(C)([O-])C.[K+].[CH3:7][N:8]1[CH:12]=[CH:11][C:10]([NH2:13])=[N:9]1.F[C:15]1[CH:20]=[C:19]([F:21])[CH:18]=[CH:17][C:16]=1[N+:22]([O-:24])=[O:23].[NH4+].[Cl-]>C1COCC1>[F:21][C:19]1[CH:18]=[CH:17][C:16]([N+:22]([O-:24])=[O:23])=[C:15]([NH:13][C:10]2[CH:11]=[CH:12][N:8]([CH3:7])[N:9]=2)[CH:20]=1 |f:0.1,4.5|. Procedure details: Potassium tert-butoxide (898 mg, 8.0 mmol) was added to a stirred solution of 1-methyl-1H-pyrazol-3-ylamine (0.35 mL 4.00 mmol) in anhydrous THF (5 mL) under a nitrogen atmosphere at 0° C. After 15 min 2,4-difluoro-1-nitrobenzene (0.44 mL, 4.0 mmol) in anhydrous THF (5 mL) was added and stirring at 0° C. continued for 1 h. The reaction mixture was poured into a solution of NH4Cl (50 mL). The aqueous phase was extracted with EtOAc (×2) and the combined organic fractions washed with brine, dried (... Reactants: COC(=O)c1csc(-c2cnc(NC(=O)OC(C)(C)C)o2)c1, CO, [Na+], [OH-]. The product is CC(C)(C)OC(=O)Nc1ncc(-c2cc(C(=O)O)cs2)o1. Reaction SMILES: [CH3:1][O:2][C:3](=[O:4])[c:5]1[cH:6][s:7][c:8](-[c:10]2[cH:11][n:12][c:13]([NH:15][C:16](=[O:17])[O:18][C:19]([CH3:20])([CH3:21])[CH3:22])[o:14]2)[cH:9]1.[CH3:25][OH:26].[Na+:24].[OH-:23]>>[O:2]=[C:3]([OH:4])[c:5]1[cH:6][s:7][c:8](-[c:10]2[cH:11][n:12][c:13]([NH:15][C:16](=[O:17])[O:18][C:19]([CH3:20])([CH3:21])[CH3:22])[o:14]2)[cH:9]1.